From a dataset of the Open Reaction Database (ORD), a public repository of structured organic reaction records. describe an organic reaction: reactants, conditions, products, and yield Starting materials: C=C(Br)CBr, COC(=O)CC(=O)OC, CO, [Na]. The product is C=C(Br)CC(C(=O)OC)C(=O)OC. RXN SMILES: [Br:11][C:12](=[CH2:13])[CH2:14][Br:15].[C:2]([CH2:3][C:4](=[O:5])[O:6][CH3:7])(=[O:8])[O:9][CH3:10].[CH3:16][OH:17].[Na:1]>>[C:2]([CH:3]([C:4](=[O:5])[O:6][CH3:7])[CH2:14][C:12]([Br:11])=[CH2:13])(=[O:8])[O:9][CH3:10]. The reactants are CN(C)C(=O)Oc3ccc2ccc(Oc1ccccc1)cc2c3 (substrate), CCO[Si](OCC)(OCC)c1cccc(C)c1 (effective_coupling_partner). The reagents and catalysts are dcype. Conditions: temperature 120 celsius, time 12 hour. Product: Cc4cccc(c3ccc2ccc(Oc1ccccc1)cc2c3)c4. Starting materials: Cl (hydrochloric acid), N[C@@H](CC1=CNC2=CC=CC=C12)C(=O)O (L-tryptophan), N-lauroyl-Ala-methyl, C1CCCCC1 (cyclohexane), [OH-].[Na+] (sodium hydroxide), C[O-].[Na+] (sodium methoxide). Solvent: O (water), CO (methanol), CO (methanol), CO (methanol). Conditions: temperature 60 celsius, time 2 hour. Product: N([C@@H](C)C(=O)N[C@@H](CC1=CNC2=CC=CC=C12)C(=O)O)C(=O)CCCCCCCCCCC (N-lauroyl-Ala-Trp). Reaction SMILES: [NH2:1][C@H:2]([C:13]([OH:15])=[O:14])[CH2:3][C:4]1[C:12]2[C:7](=[CH:8][CH:9]=[CH:10][CH:11]=2)[NH:6][CH:5]=1.[CH3:16][O-:17].[Na+].Cl.[OH-:20].[Na+].[CH2:22]1[CH2:27][CH2:26][CH2:25][CH2:24][CH2:23]1>CO.O>[NH:6]([C:5]([CH2:4][CH2:12][CH2:11][CH2:10][CH2:9][CH2:22][CH2:27][CH2:26][CH2:25][CH2:24][CH3:23])=[O:20])[C@H:7]([C:16]([NH:1][C@H:2]([C:13]([OH:15])=[O:14])[CH2:3][C:4]1[C:12]2[C:7](=[CH:8][CH:9]=[CH:10][CH:11]=2)[NH:6][CH:5]=1)=[O:17])[CH3:8] |f:1.2,4.5|. Procedure details: A 100 mL four-neck flask was charged with 5.0 g (24.5 mmol) of L-tryptophan, 7.0 g (24.5 mmol) of N-lauroyl-Ala-methyl, 70 g of cyclohexane and 2.8 g of methanol, and the flask contents were stirred under heating at 60° C. on an oil bath. Next, 9.5 g (49.0 mmol) of a 28% methanol solution of sodium methoxide as the base was added, and stirring was continued for 2 hours at about 60° C. The oil bath was then removed, 1.4 g of methanol was added, and the solution was allowed to cool to 25° C. This ... Reported procedure: A suspension of (4Z)-8-chloro-4-[(dimethylamino)methylene]-7-iodo-3,4-dihydro-1H-1-benzazepine-2,5-dione (9.50 g, 24.3 mmol), guanidine hydrochloride (2.56 g, 26.8 mmol), and potassium carbonate (11.1 g, 80.3 mmol) in EtOH (143) was allowed to stir while heating at 70° C. in a sealed reaction vessel. After 19 h, the reaction mixture was allowed to cool to room temperature then added to water (200 mL) and allowed to stir for 1 h. The resulting tan solid was collected via suction filtration, washe... Run at temperature 70 celsius, time 19 hour. The product is NC=1N=CC=2CC(NC3=C(C2N1)C=C(C(=C3)Cl)I)=O (2-amino-9-chloro-10-iodo-5,7-dihydro-6H-pyrimido[5,4-d][1]benzazepin-6-one). Reactants: O (water), ClC1=CC2=C(C(\C(\CC(N2)=O)=C/N(C)C)=O)C=C1I ((4Z)-8-chloro-4-[(dimethylamino)methylene]-7-iodo-3,4-dihydro-1H-1-benzazepine-2,5-dione), Cl.NC(=N)N (guanidine hydrochloride), C([O-])([O-])=O.[K+].[K+] (potassium carbonate). Solvent: CCO (EtOH). Isolated yield 81.9%. Reaction SMILES: [Cl:1][C:2]1[C:18]([I:19])=[CH:17][C:5]2[C:6](=O)/[C:7](=[CH:12]\N(C)C)/[CH2:8][C:9](=[O:11])[NH:10][C:4]=2[CH:3]=1.Cl.[NH2:21][C:22]([NH2:24])=[NH:23].C(=O)([O-])[O-].[K+].[K+].O>CCO>[NH2:23][C:22]1[N:24]=[CH:12][C:7]2[CH2:8][C:9](=[O:11])[NH:10][C:4]3[CH:3]=[C:2]([Cl:1])[C:18]([I:19])=[CH:17][C:5]=3[C:6]=2[N:21]=1 |f:1.2,3.4.5|. The reactants are [Na] (sodium), Cl.C(C)(OCC)=N (ethyl acetimidate hydrochloride), COC1=CC=C(C(=O)NN)C=C1 (4-methoxybenzoic acid hydrazide). The solvent is C(C)O (ethanol), C(C)O (ethanol). Reaction conditions: time 8 hour. Product: N=C(C)NNC(C1=CC=C(C=C1)OC)=O (4-methoxy-benzoic acid N′-(1-imino-ethyl)-hydrazide). Reaction SMILES: [Na].Cl.[C:3](=[NH:8])(OCC)[CH3:4].[CH3:9][O:10][C:11]1[CH:20]=[CH:19][C:14]([C:15]([NH:17][NH2:18])=[O:16])=[CH:13][CH:12]=1>C(O)C>[NH:8]=[C:3]([NH:18][NH:17][C:15](=[O:16])[C:14]1[CH:13]=[CH:12][C:11]([O:10][CH3:9])=[CH:20][CH:19]=1)[CH3:4] |f:1.2,^1:0|. Procedure details: 4.6 g (0.20 mol) sodium in 200 mL ethanol are combined at ambient temperature with a solution of 25 g (0.20 mol) ethyl acetimidate hydrochloride in 200 mL ethanol. The sodium chloride precipitated is suction filtered and 33.2 g (0.20 mol) 4-methoxybenzoic acid hydrazide are added to the filtrate. The reaction mixture is stirred overnight at ambient temperature and then cooled. The precipitate formed is separated off and washed with ethanol and diethyl ether. Yield: 33.6 g (81%); melting range=17... Reactants: CN(C=O)C (N,N-dimethylformamide), O=C(CCCC(=O)O)C (5-oxohexanoic acid), C([O-])([O-])=O.[K+].[K+] (potassium carbonate), CI (methyl iodide). Run in O (water). Conditions: temperature 50 celsius, time 2 hour. Product: O=C(CCCC(=O)OC)C (methyl 5-oxohexanoate). The yield is 90.0%. Reaction SMILES: CN(C)[CH:3]=[O:4].[O:6]=[C:7]([CH3:14])[CH2:8][CH2:9][CH2:10][C:11](O)=[O:12].C(=O)([O-])[O-].[K+].[K+].CI>O>[O:6]=[C:7]([CH3:14])[CH2:8][CH2:9][CH2:10][C:11]([O:4][CH3:3])=[O:12] |f:2.3.4|. Procedure details: To 80 ml of N,N-dimethylformamide, 25 g (0.19 mol) of 5-oxohexanoic acid and 43 g (0.31 mol) of potassium carbonate were dissolved and heated at 50° C., followed by drop-wisely adding 41 g (0.29 mol) of methyl iodide and stirring at the same temperature for 2 hours. To this mixture, 150 ml of water was added, followed by extracting with diethyl ether (200 ml×4). The organic layer was washed with a saturated saline solution, followed by drying over anhydrous magnesium sulfate and concentrating un... Reactants: CCOC(=O)Cc1nnc(-c2ccc(OC)cc2)n1-c1ccccc1, CCO, [Na+], [OH-]. The product is COc1ccc(-c2nnc(CC(=O)O)n2-c2ccccc2)cc1. As a reaction SMILES: [CH2:1]([CH3:2])[O:3][C:4]([CH2:5][c:6]1[n:7][n:8][c:9](-[c:17]2[cH:18][cH:19][c:20]([O:23][CH3:24])[cH:21][cH:22]2)[n:10]1-[c:11]1[cH:12][cH:13][cH:14][cH:15][cH:16]1)=[O:25].[CH3:28][CH2:29][OH:30].[Na+:27].[OH-:26]>>[O:3]=[C:4]([CH2:5][c:6]1[n:7][n:8][c:9](-[c:17]2[cH:18][cH:19][c:20]([O:23][CH3:24])[cH:21][cH:22]2)[n:10]1-[c:11]1[cH:12][cH:13][cH:14][cH:15][cH:16]1)[OH:25]. Starting materials: CCOC(C)=O, Cc1ccc(-c2ccncc2)nc1-c1cccc2ccccc12, CC(C)O, ClCc1ccccc1. Yields the product Cc1ccc(-c2cc[n+](Cc3ccccc3)cc2)nc1-c1cccc2ccccc12, [Cl-]. RXN SMILES: [CH3:36][CH2:37][O:38][C:39](=[O:40])[CH3:41].[CH3:9][c:10]1[c:11](-[c:22]2[cH:23][cH:24][cH:25][c:26]3[cH:27][cH:28][cH:29][cH:30][c:31]23)[n:12][c:13](-[c:16]2[cH:17][cH:18][n:19][cH:20][cH:21]2)[cH:14][cH:15]1.[CH:32]([OH:33])([CH3:34])[CH3:35].[Cl:1][CH2:2][c:3]1[cH:4][cH:5][cH:6][cH:7][cH:8]1>>[CH2:2]([c:3]1[cH:4][cH:5][cH:6][cH:7][cH:8]1)[n+:19]1[cH:18][cH:17][c:16](-[c:13]2[n:12][c:11](-[c:22]3[cH:23][cH:24][cH:25][c:26]4[cH:27][cH:28][cH:29][cH:30][c:31]34)[c:10]([CH3:9])[cH:15][cH:14]2)[cH:21][cH:20]1.[Cl-:1]. The reactants are C(C)(C)(C)OC(=O)N1CC(NCC1)C(=O)O (piperazine-1,3-dicarboxylic acid-1-tert-butyl ester), C(=O)(O)[O-].[Na+] (NaHCO3), 62(A), C=O (formaldehyde), [BH-](OC(=O)C)(OC(=O)C)OC(=O)C.[Na+] (Na(OAc)3BH). Solvent: C(C)#N (acetonitrile). Run at time 3 hour. The product is C(C)(C)(C)OC(=O)N1CC(N(CC1)C)C(=O)O (4-Methyl-piperazine-1,3-dicarboxylic acid 1-tert-butyl ester). Reaction SMILES: [C:1]([O:5][C:6]([N:8]1[CH2:13][CH2:12][NH:11][CH:10]([C:14]([OH:16])=[O:15])[CH2:9]1)=[O:7])([CH3:4])([CH3:3])[CH3:2].C=O.[BH-](OC(C)=O)(OC(C)=O)O[C:21](C)=O.[Na+].C([O-])(O)=O.[Na+]>C(#N)C>[C:1]([O:5][C:6]([N:8]1[CH2:13][CH2:12][N:11]([CH3:21])[CH:10]([C:14]([OH:16])=[O:15])[CH2:9]1)=[O:7])([CH3:4])([CH3:2])[CH3:3] |f:2.3,4.5|. Procedure: The crude piperazine-1,3-dicarboxylic acid-1-tert-butyl ester (4.92 mmol), prepared as described in 62(A), was suspended in dry acetonitrile (30 mL) under nitrogen atmosphere and formaldehyde (37% wt. aqueous solution, 367 mL, 4.92 mmol) and Na(OAc)3BH (2.3 g, 10.82 mmol) were added. The resulting mixture was stirred at R.T. for 3 h, then a saturated aqueous solution of NaHCO3 was slowly added until the pH was adjusted to 7. The mixture was concentrated to dryness under reduced pressure to give ... Reactants: BrC=1C(N(N=CC1Br)CC)=O (4,5-dibromo-2-ethyl-3(2H)-pyridazinone), COCOC1=CC=C(CO)C=C1 (4-methoxymethoxybenzyl alcohol), [OH-].[K+] (potassium hydroxide), O (water). The solvent is CN(C=O)C (N,N-dimethylformamide). Conditions: time 8 hour. Product: BrC=1C(N(N=CC1OCC1=CC=C(C=C1)OCOC)CC)=O (4-bromo-2-ethyl-5-(4-methoxymethoxybenzyloxy)-3(2H)-pyridazinone). The yield is 28.6%. As a reaction SMILES: [Br:1][C:2]1[C:3](=[O:11])[N:4]([CH2:9][CH3:10])[N:5]=[CH:6][C:7]=1Br.[CH3:12][O:13][CH2:14][O:15][C:16]1[CH:23]=[CH:22][C:19]([CH2:20][OH:21])=[CH:18][CH:17]=1.[OH-].[K+].O>CN(C)C=O>[Br:1][C:2]1[C:3](=[O:11])[N:4]([CH2:9][CH3:10])[N:5]=[CH:6][C:7]=1[O:21][CH2:20][C:19]1[CH:18]=[CH:17][C:16]([O:15][CH2:14][O:13][CH3:12])=[CH:23][CH:22]=1 |f:2.3|. Procedure: In 30 ml of N,N-dimethylformamide were dissolved 1.2 g of 4,5-dibromo-2-ethyl-3(2H)-pyridazinone and 0.88 g of 4-methoxymethoxybenzyl alcohol, and 0.34 g of powdery potassium hydroxide was added thereto. The reaction mixture was stirred overnight at room temperature, poured into water and extracted with benzene. The benzene layer was washed with water, dried over anhydrous sodium sulfate and freed of the benzene by distillation under reduced pressure. The resulting oil was purified by means of T...